This data is from the Open Reaction Database (ORD), a public repository of structured organic reaction records. The task is: describe an organic reaction: reactants, conditions, products, and yield Reaction SMILES: [Br-:42].[CH2:1]([c:2]1[cH:3][cH:4][cH:5][cH:6][cH:7]1)[O:8][c:9]1[cH:10][c:11](-[c:12]2[o:13][c:14]3[cH:15][cH:16][c:17]([OH:23])[cH:18][c:19]3[c:20](=[O:22])[cH:21]2)[cH:24][cH:25][c:26]1[O:27][CH2:28][c:29]1[cH:30][cH:31][cH:32][cH:33][cH:34]1.[Cl:37][CH2:38][CH:39]1[CH2:40][O:41]1.[H-:35].[K+:43].[Na+:36].[O:44]=[CH:45][N:46]([CH3:47])[CH3:48]>>[CH2:1]([c:2]1[cH:3][cH:4][cH:5][cH:6][cH:7]1)[O:8][c:9]1[cH:10][c:11](-[c:12]2[o:13][c:14]3[cH:15][cH:16][c:17]([O:23][CH2:38][CH:39]4[CH2:40][O:41]4)[cH:18][c:19]3[c:20](=[O:22])[cH:21]2)[cH:24][cH:25][c:26]1[O:27][CH2:28][c:29]1[cH:30][cH:31][cH:32][cH:33][cH:34]1. Reactants: [Br-], O=c1cc(-c2ccc(OCc3ccccc3)c(OCc3ccccc3)c2)oc2ccc(O)cc12, ClCC1CO1, [H-], [K+], [Na+], CN(C)C=O. The product is O=c1cc(-c2ccc(OCc3ccccc3)c(OCc3ccccc3)c2)oc2ccc(OCC3CO3)cc12. The reactants are ClCCC1=CC=C(C=C1)N1C(=NC(=C1)C1=CC=CC=C1)CC (1-[4-(2-chloroethyl)phenyl]-2-ethyl-4-phenyl-1H-imidazole), [N-]=[N+]=[N-].[Na+] (sodium azide), O (water). Run in CN(C)C=O (DMF). Run at temperature 100 celsius, time 8 hour. Product: N(=[N+]=[N-])CCC1=CC=C(C=C1)N1C(=NC(=C1)C1=CC=CC=C1)CC (1-[4-(2-azidoethyl)phenyl]-2-ethyl-4-phenyl-1H-imidazole). Yield: 89.0%. Reaction SMILES: Cl[CH2:2][CH2:3][C:4]1[CH:9]=[CH:8][C:7]([N:10]2[CH:14]=[C:13]([C:15]3[CH:20]=[CH:19][CH:18]=[CH:17][CH:16]=3)[N:12]=[C:11]2[CH2:21][CH3:22])=[CH:6][CH:5]=1.[N-:23]=[N+:24]=[N-:25].[Na+].O>CN(C=O)C>[N:23]([CH2:2][CH2:3][C:4]1[CH:9]=[CH:8][C:7]([N:10]2[CH:14]=[C:13]([C:15]3[CH:20]=[CH:19][CH:18]=[CH:17][CH:16]=3)[N:12]=[C:11]2[CH2:21][CH3:22])=[CH:6][CH:5]=1)=[N+:24]=[N-:25] |f:1.2|. Procedure: To a stirred solution of 1-[4-(2-chloroethyl)phenyl]-2-ethyl-4-phenyl-1H-imidazole (1.1 g, 3.4 mmol) and KI (566 mg, 3.4 mmol) in DMF (7 mL) was added sodium azide (443 mg, 6.8 mmol), and then the resulting mixture was stirred overnight at 100° C. The reaction mixture was poured into water, and extracted with ethyl acetate. The organic layer was washed with water and brine, then dried (MgSO4). After removal of solvent, the crude product was purified by flash column chromatography on silica gel e... Starting materials: Br[Mg]c1ccccc1, CCOC(=O)NC(C)C(=O)O, [Li]c1ccccc1, C1CCOC1, c1ccccc1. Product: c1ccc(-c2ccccc2)cc1. Reaction SMILES: [Br:25][Mg:26][c:27]1[cH:28][cH:29][cH:30][cH:31][cH:32]1.[CH2:14]([O:15][C:16]([NH:17][CH:18]([C:19]([OH:20])=[O:21])[CH3:22])=[O:23])[CH3:24].[Li:7][c:8]1[cH:9][cH:10][cH:11][cH:12][cH:13]1.[O:33]1[CH2:34][CH2:35][CH2:36][CH2:37]1.[cH:1]1[cH:2][cH:3][cH:4][cH:5][cH:6]1>>[cH:1]1[cH:2][cH:3][c:4](-[c:8]2[cH:9][cH:10][cH:11][cH:12][cH:13]2)[cH:5][cH:6]1. Product: CC(CC)(C)C1=NN(C=N1)CC(C#N)(C#N)CCC(F)(F)F ({[3-(1,1-dimethylpropyl)-1H-1,2,4-triazole-1-yl]methyl}(3,3,3-trifluoropropyl) malononitrile). Procedure: 0.98 g of 3-(1,1-dimethylpropyl)-1-(chloromethyl)-1H-1,2,4-triazole hydrochloride and 0.65 g of (3,3,3-trifluoropropyl) malononitrile were dissolved in 12 ml of N,N-dimethylformamide. 1.11 g of potassium carbonate was added to the solution under ice cooling with stirring, followed by stirring at room temperature for overnight. Water was added to the reaction mixture, and then extracted with MTBE. The organic layer was washed with water, dried over anhydrous magnesium sulfate, filtered, and conce... The yield is 23.1%. Solvent: CN(C=O)C (N,N-dimethylformamide). Reactants: O (Water), Cl.CC(CC)(C)C1=NN(C=N1)CCl (3-(1,1-dimethylpropyl)-1-(chloromethyl)-1H-1,2,4-triazole hydrochloride), FC(CCC(C#N)C#N)(F)F ((3,3,3-trifluoropropyl) malononitrile), C([O-])([O-])=O.[K+].[K+] (potassium carbonate). As a reaction SMILES: Cl.[CH3:2][C:3]([C:7]1[N:11]=[CH:10][N:9]([CH2:12]Cl)[N:8]=1)([CH3:6])[CH2:4][CH3:5].[F:14][C:15]([F:24])([F:23])[CH2:16][CH2:17][CH:18]([C:21]#[N:22])[C:19]#[N:20].C(=O)([O-])[O-].[K+].[K+].O>CN(C)C=O>[CH3:2][C:3]([C:7]1[N:11]=[CH:10][N:9]([CH2:12][C:18]([CH2:17][CH2:16][C:15]([F:14])([F:23])[F:24])([C:19]#[N:20])[C:21]#[N:22])[N:8]=1)([CH3:6])[CH2:4][CH3:5] |f:0.1,3.4.5|.